Dataset: the Open Reaction Database (ORD), a public repository of structured organic reaction records. Task: describe an organic reaction: reactants, conditions, products, and yield Starting materials: [BH4-].[Na+] (sodium borohydride), [OH-].C[N+]1=C(N=CC(=C1)C(=O)OC)NCC1=CC(OC)=C(OC)C=C1 (1-methyl-2-veratrylamino-5-methoxycarbonylpyrimidinium hydroxide). The solvent is C(C)O (ethanol). Run at time 3 hour. Product: CN1C(=NC=C(C1)C(=O)OC)NCC1=CC(OC)=C(OC)C=C1 (1-Methyl-2-veratrylamino-5-methoxycarbonyl-1,6-dihydropyrimidine). Yield: 122.6%. As a reaction SMILES: [BH4-].[Na+].[OH-].[CH3:4][N+:5]1[CH:10]=[C:9]([C:11]([O:13][CH3:14])=[O:12])[CH:8]=[N:7][C:6]=1[NH:15][CH2:16][C:17]1[CH:26]=[CH:25][C:22]([O:23][CH3:24])=[C:19]([O:20][CH3:21])[CH:18]=1>C(O)C>[CH3:4][N:5]1[CH2:10][C:9]([C:11]([O:13][CH3:14])=[O:12])=[CH:8][N:7]=[C:6]1[NH:15][CH2:16][C:17]1[CH:26]=[CH:25][C:22]([O:23][CH3:24])=[C:19]([O:20][CH3:21])[CH:18]=1 |f:0.1,2.3|. Procedure: 0.170 g (3 eq) of sodium borohydride is added to 0.400 g of 1-methyl-2-veratrylamino-5-methoxycarbonylpyrimidinium hydroxide dissolved in 50 ml of ethanol. The mixture is stirred under argon at room temperature for three hours. After evaporation of the ethanol, the medium is extracted with dichloromethane and water. The organic phases are washed with a saturated sodium chloride solution and then dried over sodium sulfate. The oil resulting from evaporation of the organic phases, purified on sili... The reactants are [BH4-], CCO, O=C(c1cc(Cl)cc([N+](=O)[O-])c1O)c1cc(Cl)cc([N+](=O)[O-])c1O, Cl, [Na+], O. Yields the product O=[N+]([O-])c1cc(Cl)cc(C(O)c2cc(Cl)cc([N+](=O)[O-])c2O)c1O. Reaction SMILES: [BH4-:1].[CH3:28][CH2:29][OH:30].[Cl:3][c:4]1[cH:5][c:6]([N+:24](=[O:25])[O-:26])[c:7]([OH:23])[c:8]([C:10](=[O:11])[c:12]2[c:13]([OH:22])[c:14]([N+:19](=[O:20])[O-:21])[cH:15][c:16]([Cl:18])[cH:17]2)[cH:9]1.[ClH:27].[Na+:2].[OH2:31]>>[Cl:3][c:4]1[cH:5][c:6]([N+:24](=[O:25])[O-:26])[c:7]([OH:23])[c:8]([CH:10]([OH:11])[c:12]2[c:13]([OH:22])[c:14]([N+:19](=[O:20])[O-:21])[cH:15][c:16]([Cl:18])[cH:17]2)[cH:9]1. The reactants are Cl.Cl.C1(CC1)C=1C(=NC=NC1N1CCNCC1)N (5-Cyclopropyl-6-piperazin-1-yl-pyrimidin-4-ylamine dihydrochloride), C(C)(C)(C)OC(=O)NCCC(C(=O)O)C1=CC=C(C=C1)Cl (4-tert-Butoxycarbonylarnino-2-(4-chlorophenyl)-butyric acid). The product is Cl.Cl.NCCC(C(=O)N1CCN(CC1)C1=NC=NC(=C1C1CC1)N)C1=CC=C(C=C1)Cl (4-Amino-1-[4-(6-amino-5-cyclopropyl-pyrimidin-4-yl)-piperazin-1-yl]-2-(4-chlorophenyl)-butan-1-one dihydrochloride). RXN SMILES: [ClH:1].Cl.[CH:3]1([C:6]2[C:7]([NH2:18])=[N:8][CH:9]=[N:10][C:11]=2[N:12]2[CH2:17][CH2:16][NH:15][CH2:14][CH2:13]2)[CH2:5][CH2:4]1.C(OC([NH:26][CH2:27][CH2:28][CH:29]([C:33]1[CH:38]=[CH:37][C:36]([Cl:39])=[CH:35][CH:34]=1)[C:30](O)=[O:31])=O)(C)(C)C>>[ClH:39].[ClH:1].[NH2:26][CH2:27][CH2:28][CH:29]([C:33]1[CH:34]=[CH:35][C:36]([Cl:39])=[CH:37][CH:38]=1)[C:30]([N:15]1[CH2:16][CH2:17][N:12]([C:11]2[C:6]([CH:3]3[CH2:5][CH2:4]3)=[C:7]([NH2:18])[N:8]=[CH:9][N:10]=2)[CH2:13][CH2:14]1)=[O:31] |f:0.1.2,4.5.6|. Procedure: 4-Amino-1-[4-(6-amino-5-cyclopropyl-pyrimidin-4-yl)-piperazin-1-yl]-2-(4-chlorophenyl)-butan-1-one dihydrochloride was prepared by substituting 5-piperazin-1-yl-1H-indazole with 5-Cyclopropyl-6-piperazin-1-yl-pyrimidin-4-ylamine dihydrochloride and substituting (D)-Boc-4-chlorophenylalanine with 4-tert-Butoxycarbonylarnino-2-(4-chlorophenyl)-butyric acid in Example 34, Step 2, then removing the Boc protecting group as described in Example 34, Step 3. 1H NMR (CD3OD, 400 MHz) δ 8.04 (s, 1H), 7.41 ... The reactants are COc1ccccc1Oc1c(NS(=O)(=O)c2ccc(C(C)(C)C)cc2)nc(N2CCN(C)CC2)nc1OCCC(=O)O, CC(C)c1ccccc1N. Yields the product COc1ccccc1Oc1c(NS(=O)(=O)c2ccc(C(C)(C)C)cc2)nc(N2CCN(C)CC2)nc1OCCC(=O)Nc1ccccc1C(C)C. Reaction SMILES: [C:1]([CH3:2])([CH3:3])([CH3:4])[c:5]1[cH:6][cH:7][c:8]([S:11](=[O:12])(=[O:13])[NH:14][c:15]2[c:16]([O:34][c:35]3[c:36]([O:41][CH3:42])[cH:37][cH:38][cH:39][cH:40]3)[c:17]([O:28][CH2:29][CH2:30][C:31](=[O:32])[OH:33])[n:18][c:19]([N:21]3[CH2:22][CH2:23][N:24]([CH3:27])[CH2:25][CH2:26]3)[n:20]2)[cH:9][cH:10]1.[CH:43]([CH3:44])([CH3:45])[c:46]1[c:47]([NH2:48])[cH:49][cH:50][cH:51][cH:52]1>>[C:1]([CH3:2])([CH3:3])([CH3:4])[c:5]1[cH:6][cH:7][c:8]([S:11](=[O:12])(=[O:13])[NH:14][c:15]2[c:16]([O:34][c:35]3[c:36]([O:41][CH3:42])[cH:37][cH:38][cH:39][cH:40]3)[c:17]([O:28][CH2:29][CH2:30][C:31](=[O:33])[NH:48][c:47]3[c:46]([CH:43]([CH3:44])[CH3:45])[cH:52][cH:51][cH:50][cH:49]3)[n:18][c:19]([N:21]3[CH2:22][CH2:23][N:24]([CH3:27])[CH2:25][CH2:26]3)[n:20]2)[cH:9][cH:10]1. Reactants: C(C)OC(C(=O)O)(C)C (2-ethoxy-2-methylpropionic acid), [Si](C)(C)(C(C)(C)C)O[C@@H]1C=C2C=C[C@@H]([C@@H]([C@H]2[C@H](C1)O)CC[C@@H]1C[C@H](CC(O1)=O)O[Si](C)(C)C(C)(C)C)C ((4R,6R)-6-{(1S,2S,6S,8S,8aR)-2-[1,2,6,7,8,8a-hexahydro-6-t-butyldimethylsilyloxy-8-hydroxy-2-methyl-1-naphthyl]ethyl}tetrahydro-4-t-butyldimethylsilyloxy-2H-pyran-2-one). The product is [Si](C)(C)(C(C)(C)C)O[C@@H]1C=C2C=C[C@@H]([C@@H]([C@H]2[C@H](C1)OC(C(C)(C)OCC)=O)CC[C@@H]1C[C@H](CC(O1)=O)O[Si](C)(C)C(C)(C)C)C ((4R,6R)-6-{(1S,2S,6S,8S,8aR)-2-[1,2,6,7,8,8a-Hexahydro-6-t-butyldimethylsilyloxy-8-(2-ethoxy-2-methylpropionyloxy)-2-methyl-1-naphthyl]ethyl}tetrahydro-4-t-butyldimethylsilyloxy-2H-pyran-2-one). RXN SMILES: [CH2:1]([O:3][C:4]([CH3:9])([CH3:8])[C:5]([OH:7])=[O:6])[CH3:2].[Si:10]([O:17][C@H:18]1[CH2:27][C@H:26](O)[C@H:25]2[C:20]([CH:21]=[CH:22][C@H:23]([CH3:46])[C@@H:24]2[CH2:29][CH2:30][C@H:31]2[O:36][C:35](=[O:37])[CH2:34][C@H:33]([O:38][Si:39]([C:42]([CH3:45])([CH3:44])[CH3:43])([CH3:41])[CH3:40])[CH2:32]2)=[CH:19]1)([C:13]([CH3:16])([CH3:15])[CH3:14])([CH3:12])[CH3:11]>>[Si:10]([O:17][C@H:18]1[CH2:27][C@H:26]([O:6][C:5](=[O:7])[C:4]([O:3][CH2:1][CH3:2])([CH3:9])[CH3:8])[C@H:25]2[C:20]([CH:21]=[CH:22][C@H:23]([CH3:46])[C@@H:24]2[CH2:29][CH2:30][C@H:31]2[O:36][C:35](=[O:37])[CH2:34][C@H:33]([O:38][Si:39]([C:42]([CH3:45])([CH3:44])[CH3:43])([CH3:40])[CH3:41])[CH2:32]2)=[CH:19]1)([C:13]([CH3:14])([CH3:15])[CH3:16])([CH3:12])[CH3:11]. Procedure details: A procedure similar to that described in Example 10, above, was followed, but using 1.15 g of 2-ethoxy-2-methylpropionic acid and 1.0 g of (4R,6R)-6-{(1S,2S,6S,8S,8aR)-2-[1,2,6,7,8,8a-hexahydro-6-t-butyldimethylsilyloxy-8-hydroxy-2-methyl-1-naphthyl]ethyl}tetrahydro-4-t-butyldimethylsilyloxy-2H-pyran-2-one [prepared as described in Example B, above], to give 414 mg of a fraction containing the title compound. This fraction was usedin the next step without further purification. The reactants are ClC1=C(C(=O)O)C=CC=C1 (2-chlorobenzoic acid), C1=CN(C=N1)C(=O)N2C=CN=C2 (CDI), C(CCC)C=1N(C(N(N1)C1=C(C=C(C=C1)[N+](=O)[O-])C(F)(F)F)=O)CC1=CC=C(C=C1)C1=C(C=CC=C1)S(N)(=O)=O (5-n-Butyl-2,4-dihydro-2-[4-nitro-2-(trifluoromethyl)phenyl]-4-[(2'-sulfamoylbiphenyl-4-yl)methyl]-3H-1,2,4-triazol-3-one), C1CCC2=NCCCN2CC1 (DBU). Yields the product C(CCC)C=1N(C(N(N1)C1=C(C=C(C=C1)[N+](=O)[O-])C(F)(F)F)=O)CC1=CC=C(C=C1)C1=C(C=CC=C1)S(NC(C1=C(C=CC=C1)Cl)=O)(=O)=O (5-n-Butyl-4-[[2'-[N-(2-chlorobenzoyl)sulfamoyl]biphenyl-4-yl]methyl]-2,4-dihydro-2-[4-nitro-2-(trifluoromethyl)phenyl]-3H-1,2,4-triazol-3-one), desired material. Isolated yield 43.0%. As a reaction SMILES: [Cl:1][C:2]1[CH:10]=[CH:9][CH:8]=[CH:7][C:3]=1[C:4]([OH:6])=O.C1N=CN(C(N2C=NC=C2)=O)C=1.[CH2:23]([C:27]1[N:28]([CH2:46][C:47]2[CH:52]=[CH:51][C:50]([C:53]3[CH:58]=[CH:57][CH:56]=[CH:55][C:54]=3[S:59](=[O:62])(=[O:61])[NH2:60])=[CH:49][CH:48]=2)[C:29](=[O:45])[N:30]([C:32]2[CH:37]=[CH:36][C:35]([N+:38]([O-:40])=[O:39])=[CH:34][C:33]=2[C:41]([F:44])([F:43])[F:42])[N:31]=1)[CH2:24][CH2:25][CH3:26].C1CCN2C(=NCCC2)CC1>>[CH2:23]([C:27]1[N:28]([CH2:46][C:47]2[CH:52]=[CH:51][C:50]([C:53]3[CH:58]=[CH:57][CH:56]=[CH:55][C:54]=3[S:59](=[O:62])(=[O:61])[NH:60][C:4](=[O:6])[C:3]3[CH:7]=[CH:8][CH:9]=[CH:10][C:2]=3[Cl:1])=[CH:49][CH:48]=2)[C:29](=[O:45])[N:30]([C:32]2[CH:37]=[CH:36][C:35]([N+:38]([O-:40])=[O:39])=[CH:34][C:33]=2[C:41]([F:42])([F:44])[F:43])[N:31]=1)[CH2:24][CH2:25][CH3:26]. Reported procedure: The title compound was prepared from 2-chlorobenzoic acid (2.0 equivalents), CDI (2.0 equiv), 5-n-butyl-2,4-dihydro-2-(4-nitro-2-trifluoromethyl)phenyl-4-[(2'-sulfamoylbiphenyl-4-yl)methyl]-3H-1,2,4-triazol-3-one (from Step C) (1.0 eq), and DBU (2.0 equiv) according to the procedure of Example 51, to give a 43% yield of the desired material after flash chromatography, as a glassy solid, mp 179°-181° C., homogeneous by TLC in 95:5 CH2Cl2 --MeOH; mass spectrum (FAB) m/e 714 (M+1)+. The reactants are CNC(=N)N (methylguanidine), C(C)(=O)OC=1C(C(=O)O)=CC=CC1 (acetylsalicylic acid), powder. Run in O (water), O (water), [OH-].[Na+] (NaOH). Run at time 15 minute. Product: C(C)(=O)OC=1C(C(=O)O)=CC=CC1.CNC(=N)N (Methylguanidine Acetylsalicylate). Reaction SMILES: [C:1]([O:4][C:5]1[C:6](=[CH:10][CH:11]=[CH:12][CH:13]=1)[C:7]([OH:9])=[O:8])(=[O:3])[CH3:2].[CH3:14][NH:15][C:16]([NH2:18])=[NH:17]>O.[OH-].[Na+]>[C:1]([O:4][C:5]1[C:6](=[CH:10][CH:11]=[CH:12][CH:13]=1)[C:7]([OH:9])=[O:8])(=[O:3])[CH3:2].[CH3:14][NH:15][C:16]([NH2:18])=[NH:17] |f:3.4,5.6|. Reported procedure: 450 mg (2.5 mmol) acetylsalicylic acid are dissolved in 20 ml water containing 2.5 ml of 1N NaOH. Next 237.8 mg methylguanidine chlorohydrate in 10 ml water is added. The mixture is agitated for 15 minutes. A clear solution is obtained. Lyophilizationfurnishes a white powder (m.p.=153° C.). NMR-1H (100 MHz, D2O): 7.3-6.6 (m, 4H, aromatic); 2.3 (s, 3H, NCH3); 1.8 (s, 3H, COCH3). The reactants are C1CCOC1, C(=NC1CCCCC1)=NC1CCCCC1, OC1CN2CCC1CC2, On1nnc2ccccc21, O=C(O)C(Nc1ccccc1)c1csc2ccccc12. Product: O=C(OC1CN2CCC1CC2)C(Nc1ccccc1)c1csc2ccccc12. RXN SMILES: [CH2:55]1[O:56][CH2:57][CH2:58][CH2:59]1.[CH:40]1([N:41]=[C:42]=[N:43][CH:44]2[CH2:45][CH2:46][CH2:47][CH2:48][CH2:49]2)[CH2:50][CH2:51][CH2:52][CH2:53][CH2:54]1.[N:21]12[CH2:22][CH:23]([OH:29])[CH:24]([CH2:25][CH2:26]1)[CH2:27][CH2:28]2.[OH:30][n:31]1[c:32]2[c:33]([cH:34][cH:35][cH:36][cH:37]2)[n:38][n:39]1.[s:1]1[c:2]2[c:3]([c:4]([CH:6]([C:7](=[O:8])[OH:9])[NH:10][c:11]3[cH:12][cH:13][cH:14][cH:15][cH:16]3)[cH:5]1)[cH:17][cH:18][cH:19][cH:20]2>>[s:1]1[c:2]2[c:3]([c:4]([CH:6]([C:7](=[O:8])[O:9][CH:23]3[CH2:22][N:21]4[CH2:26][CH2:25][CH:24]3[CH2:27][CH2:28]4)[NH:10][c:11]3[cH:12][cH:13][cH:14][cH:15][cH:16]3)[cH:5]1)[cH:17][cH:18][cH:19][cH:20]2.